Dataset: the Open Reaction Database (ORD), a public repository of structured organic reaction records. Task: describe an organic reaction: reactants, conditions, products, and yield Starting materials: [BH3-]C#N, CC(=O)O, Cn1nnc2c(COCC3(c4ccc(F)cc4)CCN(C(=O)OC(C)(C)C)CC3)cc(C(F)(F)F)cc21, [Na+], O=C(O)C(F)(F)F. The product is CN1CCC(COCc2cc(C(F)(F)F)cc3c2nnn3C)(c2ccc(F)cc2)CC1. As a reaction SMILES: [C:38]([BH3-:39])#[N:40].[CH3:42][C:43](=[O:44])[OH:45].[F:1][c:2]1[cH:3][cH:4][c:5]([C:8]2([CH2:21][O:22][CH2:23][c:24]3[cH:25][c:26]([C:34]([F:35])([F:36])[F:37])[cH:27][c:28]4[n:29]([CH3:33])[n:30][n:31][c:32]34)[CH2:9][CH2:10][N:11]([C:14]([O:15][C:16]([CH3:17])([CH3:18])[CH3:19])=[O:20])[CH2:12][CH2:13]2)[cH:6][cH:7]1.[Na+:41].[OH:46][C:47]([C:48]([F:49])([F:50])[F:51])=[O:52]>>[F:1][c:2]1[cH:3][cH:4][c:5]([C:8]2([CH2:21][O:22][CH2:23][c:24]3[cH:25][c:26]([C:34]([F:35])([F:36])[F:37])[cH:27][c:28]4[n:29]([CH3:33])[n:30][n:31][c:32]34)[CH2:9][CH2:10][N:11]([CH3:14])[CH2:12][CH2:13]2)[cH:6][cH:7]1. Starting materials: C(#N)C=1C(NC=2CCC3=C(C2C1)C=CC=C3)=O (2-cyano-5,6-dihydrobenzo[f]quinolin-3(4H)-one), [Cl-].[NH4+] (ammonium chloride), N (ammonia), steel. Run at temperature 80 celsius. Product: Cl.C1=C(C(NC=2CCC3=C(C12)C=CC=C3)=O)C(=N)N (5,6-Dihydrobenzo[f]quinolin-3(4H)-one-2-carboxamidine Hydrochloride). Reaction SMILES: [C:1]([C:3]1[C:4](=[O:17])[NH:5][C:6]2[CH2:7][CH2:8][C:9]3[CH:16]=[CH:15][CH:14]=[CH:13][C:10]=3[C:11]=2[CH:12]=1)#[N:2].[Cl-:18].[NH4+:19].N>>[ClH:18].[CH:12]1[C:11]2[C:10]3[CH:13]=[CH:14][CH:15]=[CH:16][C:9]=3[CH2:8][CH2:7][C:6]=2[NH:5][C:4](=[O:17])[C:3]=1[C:1]([NH2:19])=[NH:2] |f:1.2,4.5|. Reported procedure: Add 2.10 gm of 2-cyano-5,6-dihydrobenzo[f]quinolin-3(4H)-one to 0.53 gm of ammonium chloride in liquid ammonia in a steel bomb. Heat the system to 80° C. for 24 hours. Cool the system to room temperature and remove the ammonia. Isolate 5,6-dihydrobenzo[f]quinolin-3(4H)-one-2-carboxamidine hydrochloride. Starting materials: CC(C)(C)OC(=O)NC1=NC(c2cc(NC(=O)c3ccc(Br)cn3)ccc2F)(C(F)F)COC1, CO, Cl, C1COCCO1. The product is NC1=NC(c2cc(NC(=O)c3ccc(Br)cn3)ccc2F)(C(F)F)COC1. As a reaction SMILES: [C:1]([O:2][C:3](=[O:4])[NH:7][C:8]1=[N:13][C:12]([CH:14]([F:15])[F:16])([c:17]2[c:18]([F:33])[cH:19][cH:20][c:21]([NH:23][C:24](=[O:25])[c:26]3[n:27][cH:28][c:29]([Br:32])[cH:30][cH:31]3)[cH:22]2)[CH2:11][O:10][CH2:9]1)([CH3:5])([CH3:6])[CH3:34].[CH3:42][OH:43].[ClH:35].[O:36]1[CH2:37][CH2:38][O:39][CH2:40][CH2:41]1>>[NH2:7][C:8]1=[N:13][C:12]([CH:14]([F:15])[F:16])([c:17]2[c:18]([F:33])[cH:19][cH:20][c:21]([NH:23][C:24](=[O:25])[c:26]3[n:27][cH:28][c:29]([Br:32])[cH:30][cH:31]3)[cH:22]2)[CH2:11][O:10][CH2:9]1. Starting materials: CC(C)(C)n1ncc(S)c(Cl)c1=O, COCC(C)Oc1ccc(CBr)cc1, CCO, [K+], [OH-]. The product is COCC(C)Oc1ccc(CSc2cnn(C(C)(C)C)c(=O)c2Cl)cc1. RXN SMILES: [C:1]([CH3:2])([CH3:3])([CH3:4])[n:5]1[n:6][cH:7][c:8]([SH:13])[c:9]([Cl:12])[c:10]1=[O:11].[CH3:14][O:15][CH2:16][CH:17]([O:18][c:19]1[cH:20][cH:21][c:22]([CH2:23][Br:24])[cH:25][cH:26]1)[CH3:27].[CH3:30][CH2:31][OH:32].[K+:29].[OH-:28]>>[C:1]([CH3:2])([CH3:3])([CH3:4])[n:5]1[n:6][cH:7][c:8]([S:13][CH2:23][c:22]2[cH:21][cH:20][c:19]([O:18][CH:17]([CH2:16][O:15][CH3:14])[CH3:27])[cH:26][cH:25]2)[c:9]([Cl:12])[c:10]1=[O:11].